Dataset: the Open Reaction Database (ORD), a public repository of structured organic reaction records. Task: describe an organic reaction: reactants, conditions, products, and yield Starting materials: BrC1=CC=C(C=C1)SC1=NC=NC2=C1N=C(N=C2N2CCOCC2)Cl (8-(4-bromophenyl-thio)-2-chloro-4-morpholino-pyrimido-[5,4-d]-pyrimidine), N1CCNCC1 (piperazine). Yields the product BrC1=CC=C(C=C1)SC1=NC=NC2=C1N=C(N=C2N2CCOCC2)N2CCNCC2 (8-(4-Bromophenyl-thio)-4-morpholino-2-piperazino-pyrimido-[5,4-d]-pyrimidine). Reaction SMILES: [Br:1][C:2]1[CH:7]=[CH:6][C:5]([S:8][C:9]2[C:14]3[N:15]=[C:16](Cl)[N:17]=[C:18]([N:19]4[CH2:24][CH2:23][O:22][CH2:21][CH2:20]4)[C:13]=3[N:12]=[CH:11][N:10]=2)=[CH:4][CH:3]=1.[NH:26]1[CH2:31][CH2:30][NH:29][CH2:28][CH2:27]1>>[Br:1][C:2]1[CH:7]=[CH:6][C:5]([S:8][C:9]2[C:14]3[N:15]=[C:16]([N:26]4[CH2:31][CH2:30][NH:29][CH2:28][CH2:27]4)[N:17]=[C:18]([N:19]4[CH2:24][CH2:23][O:22][CH2:21][CH2:20]4)[C:13]=3[N:12]=[CH:11][N:10]=2)=[CH:4][CH:3]=1. Procedure: This compound was prepared analogous to Example 1 from 8-(4-bromophenyl-thio)-2-chloro-4-morpholino-pyrimido-[5,4-d]-pyrimidine (m.p.: 205°-207° C.) and piperazine. Reactants: 4,4′-bis(1,3-benzodioxole), C1(=CC=CC=C1)C1=CC=CC=C1 (biphenyl), IC1=CC2=C(C=C1)OCO2 (1-iodo-3,4-methylenedioxybenzene), biaryl, COC1=CC=C(C=C1)C1=CC=C(C=C1)OC (4,4′-dimethoxybiphenyl). Reaction conditions: temperature 60 celsius. Product: COC1=CC=C(C=C1)C1=CC=CC=C1 (4-methoxybiphenyl). As a reaction SMILES: C1(C2C=CC=CC=2)C=CC=CC=1.IC1C=CC2OCOC=2C=1.[CH3:23][O:24][C:25]1[CH:30]=[CH:29][C:28]([C:31]2[CH:36]=[CH:35][C:34](OC)=[CH:33][CH:32]=2)=[CH:27][CH:26]=1>>[CH3:23][O:24][C:25]1[CH:30]=[CH:29][C:28]([C:31]2[CH:32]=[CH:33][CH:34]=[CH:35][CH:36]=2)=[CH:27][CH:26]=1. Procedure: This reaction can also be conveniently carried out without removal of excess bis(pinacolato)diboron when this reagent is used in near stoichiometric molar ratio for the synthesis of the arylboronic acid ester. Thus, reacting 267 mgs (1.05 mmol) of bis(pinacolato)diboron, 25 mg of PdCl2(dppf).CH2Cl2, 416 mg (3.0 mmol) K2CO3 and 234 mg (1.0 mmol) 4-iodoanisole in 5 ml methanol at 25° C. for 16 h gave (by gc analysis) a 94% yield of the required ester (with 1.4% dimer) which was converted to the bi...